describe an organic reaction: reactants, conditions, products, and yield From a dataset of the Open Reaction Database (ORD), a public repository of structured organic reaction records. The reactants are C(C1=CC=CC=C1)(=O)C=1N(C2=CC(=CC=C2C1NC(=O)OC)Cl)C(=O)OCC (Ethyl 2-benzoyl-6chloro-3-[(methoxycarbonyl)amino]-1H-indole-1-caboxylate), [OH-].[K+] (KOH). Run in C(C)O (ethanol). Run at time 2 hour. Product: C(C1=CC=CC=C1)(=O)C=1NC2=CC(=CC=C2C1NC(OC)=O)Cl (Methyl N-(2-benzoyl-6-chloro-1H-indol-3-yl)carbamate). RXN SMILES: [C:1]([C:9]1[N:10](C(OCC)=O)[C:11]2[C:16]([C:17]=1[NH:18][C:19]([O:21][CH3:22])=[O:20])=[CH:15][CH:14]=[C:13]([Cl:23])[CH:12]=2)(=[O:8])[C:2]1[CH:7]=[CH:6][CH:5]=[CH:4][CH:3]=1.[OH-].[K+]>C(O)C>[C:1]([C:9]1[NH:10][C:11]2[C:16]([C:17]=1[NH:18][C:19](=[O:20])[O:21][CH3:22])=[CH:15][CH:14]=[C:13]([Cl:23])[CH:12]=2)(=[O:8])[C:2]1[CH:3]=[CH:4][CH:5]=[CH:6][CH:7]=1 |f:1.2|. Procedure: To a stirred solution of ethyl 2-benzoyl-6-chloro-3-[(methoxycarbonyl)amino]-1H-indole-1-caboxylate (step 3, 680 mg, 1.7 mmol) in ethanol (20 ml) was added 2N aqueous KOH (10 ml) at room temperature. After stirring for 2 h, the mixture was concentrated and extracted with dichloromethane (50 ml×2). The combined organic layers were dried (MgSO4) and concentrated to give an crystalline residue. Recrystallization from ethyl acetate/hexane afforded 320 mg (57%/o) of the title compound as yellow solid... Reactants: CC[Sn](CC)(CC)CC, COC(=O)c1cc([N+](=O)[O-])ccc1Br, CN(C)C=O, [Cl-], [Li+], Cl[Pd]Cl, c1ccc(P(c2ccccc2)c2ccccc2)cc1, c1ccc(P(c2ccccc2)c2ccccc2)cc1. Product: CCc1ccc([N+](=O)[O-])cc1C(=O)OC. Reaction SMILES: [CH2:17]([CH3:18])[Sn:19]([CH2:20][CH3:21])([CH2:22][CH3:23])[CH2:24][CH3:25].[CH3:1][O:2][C:3]([c:4]1[c:5]([Br:13])[cH:6][cH:7][c:8]([N+:10](=[O:11])[O-:12])[cH:9]1)=[O:14].[CH3:26][N:27]([CH3:28])[CH:29]=[O:30].[Cl-:16].[Li+:15].[Pd:31]([Cl:32])[Cl:33].[c:34]1([P:35]([c:36]2[cH:37][cH:38][cH:39][cH:40][cH:41]2)[c:42]2[cH:43][cH:44][cH:45][cH:46][cH:47]2)[cH:48][cH:49][cH:50][cH:51][cH:52]1.[c:53]1([P:54]([c:55]2[cH:56][cH:57][cH:58][cH:59][cH:60]2)[c:61]2[cH:62][cH:63][cH:64][cH:65][cH:66]2)[cH:67][cH:68][cH:69][cH:70][cH:71]1>>[CH3:1][O:2][C:3]([c:4]1[c:5]([CH2:17][CH3:18])[cH:6][cH:7][c:8]([N+:10](=[O:11])[O-:12])[cH:9]1)=[O:14]. The reactants are CCOC(=O)CO, O=C([O-])[O-], CC#N, O=[N+]([O-])c1cc([N+](=O)[O-])c(Cl)cc1Cl, Cl, [K+], [K+]. Product: CCOC(=O)COc1cc(Cl)c([N+](=O)[O-])cc1[N+](=O)[O-]. RXN SMILES: [C:15]([CH2:16][OH:17])(=[O:18])[O:19][CH2:20][CH3:21].[C:22](=[O:23])([O-:24])[O-:25].[CH3:28][C:29]#[N:30].[Cl:1][c:2]1[c:3]([N+:12](=[O:13])[O-:14])[cH:4][c:5]([N+:9](=[O:10])[O-:11])[c:6]([Cl:8])[cH:7]1.[ClH:31].[K+:26].[K+:27]>>[c:2]1([O:17][CH2:16][C:15](=[O:18])[O:19][CH2:20][CH3:21])[c:3]([N+:12](=[O:13])[O-:14])[cH:4][c:5]([N+:9](=[O:10])[O-:11])[c:6]([Cl:8])[cH:7]1. The reactants are O=C(CBr)N1CCC(c2ccccc2)CC1, COC(=O)C(=O)c1ccc(O)cc1, CN(C)C=O, [H-], [Na+]. The product is COC(=O)C(=O)c1ccc(OCC(=O)N2CCC(c3ccccc3)CC2)cc1. As a reaction SMILES: [Br:16][CH2:17][C:18](=[O:19])[N:20]1[CH2:21][CH2:22][CH:23]([c:26]2[cH:27][cH:28][cH:29][cH:30][cH:31]2)[CH2:24][CH2:25]1.[CH3:1][O:2][C:3]([C:4]([c:5]1[cH:6][cH:7][c:8]([OH:11])[cH:9][cH:10]1)=[O:12])=[O:13].[CH3:32][N:33]([CH3:34])[CH:35]=[O:36].[H-:14].[Na+:15]>>[CH3:1][O:2][C:3]([C:4]([c:5]1[cH:6][cH:7][c:8]([O:11][CH2:17][C:18](=[O:19])[N:20]2[CH2:21][CH2:22][CH:23]([c:26]3[cH:27][cH:28][cH:29][cH:30][cH:31]3)[CH2:24][CH2:25]2)[cH:9][cH:10]1)=[O:12])=[O:13].